This data is from the Open Reaction Database (ORD), a public repository of structured organic reaction records. The task is: describe an organic reaction: reactants, conditions, products, and yield Reactants: BrC=1C=C(C=O)C=CC1 (3-bromo-benzaldehyde), C(C)(C)(C)S(=O)(=O)N (tert-butylsulfonamide). Reagents/catalysts: [O-]CC.[Ti+4].[O-]CC.[O-]CC.[O-]CC (titanium(IV) ethoxide). Run in C1CCOC1 (THF). Conditions: time 16 hour. Yields the product BrC=1C=C(C=CC1)\C=N/S(=O)(=O)C(C)(C)C (2-Methyl-propane-2-sulfonic acid 1-(3-bromo-phenyl)-meth-(Z)-ylideneamide). Reaction SMILES: [Br:1][C:2]1[CH:3]=[C:4]([CH:7]=[CH:8][CH:9]=1)[CH:5]=O.[C:10]([S:14]([NH2:17])(=[O:16])=[O:15])([CH3:13])([CH3:12])[CH3:11]>C1COCC1.[O-]CC.[Ti+4].[O-]CC.[O-]CC.[O-]CC>[Br:1][C:2]1[CH:3]=[C:4](/[CH:5]=[N:17]\[S:14]([C:10]([CH3:13])([CH3:12])[CH3:11])(=[O:16])=[O:15])[CH:7]=[CH:8][CH:9]=1 |f:3.4.5.6.7|. Procedure details: To a solution of 3-bromo-benzaldehyde (1.27 mL, 10.8 mmol) in THF (50 mL) were added titanium(IV) ethoxide (0.786 mL, 21.6 mmol) and tert-butylsulfonamide (1.31 g, 10.8 mmol), and stirring was continued for 16 h at 65° C. After cooling to RT, volatiles were evaporated, and the residue was purified by flash column chromatography on silica gel (c-hexane/EtOAc 3:1) to afford the title compound. MS (LC/MS): 289 [M+H]+; tR (HPLC conditions f): 2.35 min. Reactants: [Br-], Br, ClCCl, CCOC(C)=O, COc1cc(N)c(F)cc1Cl, O=N[O-], [Na+], O. Product: COc1cc(Br)c(F)cc1Cl. RXN SMILES: [Br-:19].[BrH:20].[CH2:16]([Cl:17])[Cl:18].[CH3:22][CH2:23][O:24][C:25](=[O:26])[CH3:27].[Cl:1][c:2]1[cH:3][c:4]([F:11])[c:5]([NH2:6])[cH:7][c:8]1[O:9][CH3:10].[N:12]([O-:13])=[O:14].[Na+:15].[OH2:21]>>[Cl:1][c:2]1[cH:3][c:4]([F:11])[c:5]([Br:19])[cH:7][c:8]1[O:9][CH3:10]. Reactants: C1C=CC2C1C3CC2C=C3 (Dicyclopentadiene), C=CC1=CC=CC=C1 (styrene). The solvent is C1(=CC=CC=C1)C (toluene). Reaction conditions: temperature 150 celsius. The product is C1(=CC=CC=C1)C1C2C=CC(C1)C2 (5-phenylnorbornene). As a reaction SMILES: [CH2:1]1[CH:5]2[CH:6]3[CH:10]=[CH:9][CH:8]([CH:4]2[CH:3]=[CH:2]1)[CH2:7]3.[CH2:11]=[CH:12][C:13]1C=CC=CC=1>C1(C)C=CC=CC=1>[C:1]1([CH:5]2[CH2:4][CH:8]3[CH2:7][CH:6]2[CH:10]=[CH:9]3)[CH:2]=[CH:3][CH:13]=[CH:12][CH:11]=1. Reported procedure: Dicyclopentadiene (180 g), styrene (140 g), toluene (36 g), and N,N-diethylbydroxylamine (0.35 g) (added as a polymerization inhibitor) were added to a stainless steel reactor. The mixture was heated to 150° C. for 6 hours. The low boiling fraction was removed from the resulting reaction mixture on the roto-vap. The remaining higher boiling fraction was fractionally distilled. The fraction distilling at 130° C. @ 4 mm Hg was analyzed by GC and found to be 96% 5-phenylnorbornene. The product is C(=O)(O)[C@@H]1N(CCC1)C(C(=CC=C(C(=O)N1C(CCC1)C(=O)O)C)C)=O (6-[(R)-2-Carboxy-pyrrolidin-1-yl]-2,5-dimethyl-6-oxo-hexa-2,4-dienoyl-pyrrolidine-2-carboxylic acid). As a reaction SMILES: C([O:8][C:9]([C@H:11]1[CH2:15][CH2:14][CH2:13][N:12]1[C:16](=[O:40])/[C:17](/[CH3:39])=[CH:18]/[CH:19]=[C:20](\[CH3:38])/[C:21]([N:23]1[CH2:27][CH2:26][CH2:25][C@@H:24]1[C:28]([O:30]CC1C=CC=CC=1)=[O:29])=[O:22])=[O:10])C1C=CC=CC=1>O1CCOCC1>[C:28]([C@H:24]1[CH2:25][CH2:26][CH2:27][N:23]1[C:21](=[O:22])[C:20]([CH3:38])=[CH:19][CH:18]=[C:17]([CH3:39])[C:16]([N:12]1[CH2:13][CH2:14][CH2:15][CH:11]1[C:9]([OH:10])=[O:8])=[O:40])([OH:30])=[O:29]. The yield is 16.7%. Run in O1CCOCC1 (dioxane). Procedure: Using General Procedure B with 1.14 g (2.09 mmol) (2E,4E)-(R)-1-[6-[(R)-2-Benzyloxycarbonyl-pyrrolidin-1-yl]-2,5-dimethyl-6-oxo-hexa-2,4-dienoyl]-pyrrolidine-2-carboxylic acid benzyl ester and with dioxane as solvent afforded 127 mg (16%) of the title compound as a white solid. MS m/e (%): 365 (M+H+, 100). Reactants: C(C1=CC=CC=C1)OC(=O)[C@@H]1N(CCC1)C(\C(=C\C=C(\C(=O)N1[C@H](CCC1)C(=O)OCC1=CC=CC=C1)/C)\C)=O ((2E,4E)-(R)-1-[6-[(R)-2-Benzyloxycarbonyl-pyrrolidin-1-yl]-2,5-dimethyl-6-oxo-hexa-2,4-dienoyl]-pyrrolidine-2-carboxylic acid benzyl ester).